Dataset: the Open Reaction Database (ORD), a public repository of structured organic reaction records. Task: describe an organic reaction: reactants, conditions, products, and yield Reactants: COC1=C(C=CC2=C1CCC(CC2)NCC(F)(F)F)N (1-methoxy-N*7*-(2,2,2-trifluoro-ethyl)-6,7,8,9-tetrahydro-5H-benzocycloheptene-2,7-diamine), ClC1=NC=C(C(=N1)N[C@H]1[C@H]([C@@H]2C=C[C@H]1C2)C(=O)N)Cl ((1S,2S,3R,4R)-3-(2,5-Dichloro-pyrimidin-4-ylamino)-bicyclo[2.2.1]hept-5-ene-2-carboxylic acid amide). Product: ClC=1C(=NC(=NC1)NC=1C=CC2=C(CCC(CC2)NCC(F)(F)F)C1OC)N[C@H]1[C@H]([C@@H]2C=C[C@H]1C2)C(=O)N ((1S,2S,3R,4R)-3-{5-Chloro-2-[1-methoxy-7-(2,2,2-trifluoro-ethylamino)-6,7,8,9-tetrahydro-5H-benzocyclohepten-2-ylamino]-pyrimidin-4-ylamino}-bicyclo[2.2.1]hept-5-ene-2-carboxylic acid amide). Yield: 3.3%. RXN SMILES: [CH3:1][O:2][C:3]1[C:8]2[CH2:9][CH2:10][CH:11]([NH:14][CH2:15][C:16]([F:19])([F:18])[F:17])[CH2:12][CH2:13][C:7]=2[CH:6]=[CH:5][C:4]=1[NH2:20].Cl[C:22]1[N:27]=[C:26]([NH:28][C@@H:29]2[C@@H:34]3[CH2:35][C@@H:31]([CH:32]=[CH:33]3)[C@@H:30]2[C:36]([NH2:38])=[O:37])[C:25]([Cl:39])=[CH:24][N:23]=1>>[Cl:39][C:25]1[C:26]([NH:28][C@@H:29]2[C@@H:34]3[CH2:35][C@@H:31]([CH:32]=[CH:33]3)[C@@H:30]2[C:36]([NH2:38])=[O:37])=[N:27][C:22]([NH:20][C:4]2[CH:5]=[CH:6][C:7]3[CH2:13][CH2:12][CH:11]([NH:14][CH2:15][C:16]([F:18])([F:17])[F:19])[CH2:10][CH2:9][C:8]=3[C:3]=2[O:2][CH3:1])=[N:23][CH:24]=1. Procedure: In an analogous procedure to Example 651, part c, 1-methoxy-N*7*-(2,2,2-trifluoro-ethyl)-6,7,8,9-tetrahydro-5H-benzocycloheptene-2,7-diamine was combined with (1S,2S,3R,4R)-3-(2,5-Dichloro-pyrimidin-4-ylamino)-bicyclo[2.2.1]hept-5-ene-2-carboxylic acid amide to yield (1S,2S,3R,4R)-3-{5-Chloro-2-[1-methoxy-7-(2,2,2-trifluoro-ethylamino)-6,7,8,9-tetrahydro-5H-benzocyclohepten-2-ylamino]-pyrimidin-4-ylamino}-bicyclo[2.2.1]hept-5-ene-2-carboxylic acid amide (3.14 g, 3.3% yield) as an off white amorp... The reactants are C1CNC=C(C=2NC=3C=CC=CC3C21)C(=O)OCC (ethyl 1,2,3,6-tetrahydroazepino[4,5-b]indole-5-carboxylate), [H-].[Na+] (sodium hydride), CN(C)C=O (DMF), O (Water). Conditions: temperature 0 celsius, time 30 minute. The product is C(C)OC(=O)C1=CN(CCC2=C1NC=1C=CC=CC21)C (3-METHYL-1,2,3,6-TETRAHYDROAZEPINO[4,5-B]INDOLE-5-CARBOXYLIC ACID ETHYL ESTER). RXN SMILES: [CH2:1]1[C:14]2[C:13]3[CH:12]=[CH:11][CH:10]=[CH:9][C:8]=3[NH:7][C:6]=2[C:5]([C:15]([O:17][CH2:18][CH3:19])=[O:16])=[CH:4][NH:3][CH2:2]1.[H-].[Na+].O.[CH3:23]N(C=O)C>>[CH2:18]([O:17][C:15]([C:5]1[C:6]2[NH:7][C:8]3[CH:9]=[CH:10][CH:11]=[CH:12][C:13]=3[C:14]=2[CH2:1][CH2:2][N:3]([CH3:23])[CH:4]=1)=[O:16])[CH3:19] |f:1.2|. Procedure: To a solution of ethyl 1,2,3,6-tetrahydroazepino[4,5-b]indole-5-carboxylate (0.15 g, 0.6 mmol) in DMF (2 mL) was added sodium hydride (60%, 28 mg, 0.7 mmol) at 0° C. and a solution of Mel (38 μL, 0.7 mmol). The mixture was stirred for 30 min at 0° C. Water was added to the reaction mixture, which was then extracted by DCM. The combined organic layer was washed with water and dried over magnesium sulfate. Evaporation of solvent gave a crude product, which was purified by column chromatography on ... The reactants are [Cl-].O[NH3+] (hydroxylammonium chloride), C(O)([O-])=O.[Na+] (sodium hydrogen carbonate), CS(=O)C (dimethyl sulfoxide), C(C)C=1N=C(N(C(C1C1=CC=C(C=C1)OCCC)=O)CC1=CC=C(C=C1)C=1C(=CC=CC1)C#N)CCC (4′-{[4-ethyl-6-oxo-5-(4-propoxyphenyl)-2-propylpyrimidin-1(6H)-yl]methyl}biphenyl-2-carbonitrile). Solvent: O (water). Conditions: temperature 40 celsius, time 30 minute. The product is C(C)C1=C(C(N(C(=N1)CCC)CC1=CC=C(C=C1)C1=C(C=CC=C1)C1=NOC(N1)=O)=O)C1=CC=C(C=C1)OCCC (6-ethyl-3-{[2′-(5-oxo-4,5-dihydro-1,2,4-oxadiazol-3-yl)biphenyl-4-yl]methyl}-5-(4-propoxyphenyl)-2-propylpyrimidin-4(3H)-one). The yield is 67.0%. As a reaction SMILES: [Cl-].O[NH3+:3].[C:4](=[O:7])([O-])[OH:5].[Na+].CS(C)=O.[CH2:13]([C:15]1[N:16]=[C:17]([CH2:47][CH2:48][CH3:49])[N:18]([CH2:32][C:33]2[CH:38]=[CH:37][C:36]([C:39]3[C:40]([C:45]#[N:46])=[CH:41][CH:42]=[CH:43][CH:44]=3)=[CH:35][CH:34]=2)[C:19](=[O:31])[C:20]=1[C:21]1[CH:26]=[CH:25][C:24]([O:27][CH2:28][CH2:29][CH3:30])=[CH:23][CH:22]=1)[CH3:14]>O>[CH2:13]([C:15]1[N:16]=[C:17]([CH2:47][CH2:48][CH3:49])[N:18]([CH2:32][C:33]2[CH:34]=[CH:35][C:36]([C:39]3[CH:44]=[CH:43][CH:42]=[CH:41][C:40]=3[C:45]3[NH:3][C:4](=[O:7])[O:5][N:46]=3)=[CH:37][CH:38]=2)[C:19](=[O:31])[C:20]=1[C:21]1[CH:22]=[CH:23][C:24]([O:27][CH2:28][CH2:29][CH3:30])=[CH:25][CH:26]=1)[CH3:14] |f:0.1,2.3|. Reported procedure: A mixture of hydroxylammonium chloride (1.3 g), sodium hydrogen carbonate (1.8 g) and dimethyl sulfoxide (10 mL) was stirred at 40° C. for 30 min, 4′-{[4-ethyl-6-oxo-5-(4-propoxyphenyl)-2-propylpyrimidin-1(6H)-yl]methyl}biphenyl-2-carbonitrile (0.52 g) was added, and the mixture was stirred at 90° C. for 24 hr. The reaction mixture was allowed to cool to room temperature, water was added to the reaction mixture, and the precipitated solid was collected by filtration. The obtained solid was disso... Starting materials: ClC=1C=CC(=C(CN2C3=C(NCC2)N=CC(=C3)C=3C=C(C(=O)O)C=CC3)C1)C(F)(F)F (3-{1-[5-chloro-2-(trifluoromethyl)benzyl]-1,2,3,4-tetrahydropyrido[2,3-b]pyrazin-7-yl}benzoic acid), N1(CCCC1)C[C@H]1NCCC1 ((S)-2-(1-pyrrolidinylmethyl)pyrrolidine). Product: ClC=1C=CC(=C(CN2C3=C(NCC2)N=CC(=C3)C=3C=C(C=CC3)C(=O)N3[C@@H](CCC3)CN3CCCC3)C1)C(F)(F)F ((3-{1-[5-Chloro-2-(trifluoromethyl)benzyl]-1,2,3,4-tetrahydropyrido[2,3-b]pyrazin-7-yl}phenyl)-((S)-2-pyrrolidin-1-ylmethylpyrrolidin-1-yl)methanone). RXN SMILES: [Cl:1][C:2]1[CH:3]=[CH:4][C:5]([C:28]([F:31])([F:30])[F:29])=[C:6]([CH:27]=1)[CH2:7][N:8]1[CH2:13][CH2:12][NH:11][C:10]2[N:14]=[CH:15][C:16]([C:18]3[CH:19]=[C:20]([CH:24]=[CH:25][CH:26]=3)[C:21](O)=[O:22])=[CH:17][C:9]1=2.[N:32]1([CH2:37][C@@H:38]2[CH2:42][CH2:41][CH2:40][NH:39]2)[CH2:36][CH2:35][CH2:34][CH2:33]1>>[Cl:1][C:2]1[CH:3]=[CH:4][C:5]([C:28]([F:29])([F:30])[F:31])=[C:6]([CH:27]=1)[CH2:7][N:8]1[CH2:13][CH2:12][NH:11][C:10]2[N:14]=[CH:15][C:16]([C:18]3[CH:19]=[C:20]([C:21]([N:39]4[CH2:40][CH2:41][CH2:42][C@H:38]4[CH2:37][N:32]4[CH2:36][CH2:35][CH2:34][CH2:33]4)=[O:22])[CH:24]=[CH:25][CH:26]=3)=[CH:17][C:9]1=2. Procedure details: 3-{1-[5-chloro-2-(trifluoromethyl)benzyl]-1,2,3,4-tetrahydropyrido[2,3-b]pyrazin-7-yl}benzoic acid was reacted with (S)-2-(1-pyrrolidinylmethyl)pyrrolidine as in General Procedure 10 to give the title compound. LCMS: m/z=583.96 (M+H+); retention time=0.58 minutes. Reactants: C(C)C1=CC(=NC=C1)C(CC(=O)N1CCC(CC1)N1C(NC2=CC=CC=C2C1)=O)CC1=CC2=CN(N=C2C(=C1)C)COCC[Si](C)(C)C ((±)-3-(1-(3-(4-ethylpyridin-2-yl)-4-(7-methyl-2-((2-(trimethylsilyl)ethoxy)methyl)-2H-indazol-5-yl)butanoyl)piperidin-4-yl)-3,4-dihydroquinazolin-2(1H)-one), [F-].C(CCC)[N+](CCCC)(CCCC)CCCC (tetrabutylammonium fluoride). The solvent is O1CCCC1 (tetrahydrofuran), O1CCCC1 (tetrahydrofuran). Reaction conditions: temperature 60 celsius, time 4 hour. Product: C(C)C1=CC(=NC=C1)C(CC(=O)N1CCC(CC1)N1C(NC2=CC=CC=C2C1)=O)CC=1C=C2C=NNC2=C(C1)C ((±)-3-(1-(3-(4-Ethylpyridin-2-yl)-4-(7-methyl-1H-indazol-5-yl)butanoyl)piperidin-4-yl)-3,4-dihydroquinazolin-2(1H)-one). Yield: 91.0%. Reaction SMILES: [CH2:1]([C:3]1[CH:8]=[CH:7][N:6]=[C:5]([CH:9]([CH2:30][C:31]2[CH:39]=[C:38]([CH3:40])[C:37]3[C:33](=[CH:34][N:35](COCC[Si](C)(C)C)[N:36]=3)[CH:32]=2)[CH2:10][C:11]([N:13]2[CH2:18][CH2:17][CH:16]([N:19]3[CH2:28][C:27]4[C:22](=[CH:23][CH:24]=[CH:25][CH:26]=4)[NH:21][C:20]3=[O:29])[CH2:15][CH2:14]2)=[O:12])[CH:4]=1)[CH3:2].[F-].C([N+](CCCC)(CCCC)CCCC)CCC>O1CCCC1>[CH2:1]([C:3]1[CH:8]=[CH:7][N:6]=[C:5]([CH:9]([CH2:30][C:31]2[CH:32]=[C:33]3[C:37](=[C:38]([CH3:40])[CH:39]=2)[NH:36][N:35]=[CH:34]3)[CH2:10][C:11]([N:13]2[CH2:14][CH2:15][CH:16]([N:19]3[CH2:28][C:27]4[C:22](=[CH:23][CH:24]=[CH:25][CH:26]=4)[NH:21][C:20]3=[O:29])[CH2:17][CH2:18]2)=[O:12])[CH:4]=1)[CH3:2] |f:1.2|. Procedure details: To the solution of (±)-3-(1-(3-(4-ethylpyridin-2-yl)-4-(7-methyl-2-((2-(trimethylsilyl)ethoxy)methyl)-2H-indazol-5-yl)butanoyl)piperidin-4-yl)-3,4-dihydroquinazolin-2(1H)-one (69 mg, 0.103 mmol) in tetrahydrofuran (2 mL) was added 1M tetrabutylammonium fluoride in tetrahydrofuran (0.21 mL, 0.207 mmol, 2 equiv). The mixture was stirred at 60° C. under nitrogen for 4 h. Tetrahydrofuran was removed in vacuo and the residue was partitioned between water and ethyl acetate. The layers were separated a... Starting materials: Cl.FC1=CC(=C(C=C1NC=1C2=C(N=CN1)SC1=C2CCNC1)O)C (4-Fluoro-2-methyl-5-(5,6,7,8-tetrahydropyrido[4′,3′:4,5]thieno[2,3-d]pyrimidin-4-ylamino)phenol hydrochloride), Cl.CN(C/C=C/C(=O)O)C ((2E)-4-(Dimethylamino)but-2-enoic acid hydrochloride). Procedure: The compound was synthesized in analogy to Example 122 from 4-fluoro-2-methyl-5-(5,6,7,8-tetrahydropyrido[4′,3′:4,5]thieno[2,3-d]pyrimidin-4-ylamino)phenol hydrochloride from Example 72A (100 mg, 0.27 mmol) and (2E)-4-(dimethylamino)but-2-enoic acid hydrochloride from Example 1A (63 mg, 0.38 mmol) to yield 29 mg (24%). The product is CN(C/C=C/C(=O)N1CC2=C(C3=C(N=CN=C3NC=3C(=CC(=C(C3)O)C)F)S2)CC1)C (5-({7-[(2E)-4-(Dimethylamino)but-2-enoyl]-5,6,7,8-tetrahydropyrido[4′,3′:4,5]thieno[2,3-d]-pyrimidin-4-yl}amino)-4-fluoro-2-methylphenol). As a reaction SMILES: Cl.[F:2][C:3]1[C:8]([NH:9][C:10]2[C:11]3[C:18]4[CH2:19][CH2:20][NH:21][CH2:22][C:17]=4[S:16][C:12]=3[N:13]=[CH:14][N:15]=2)=[CH:7][C:6]([OH:23])=[C:5]([CH3:24])[CH:4]=1.Cl.[CH3:26][N:27]([CH3:34])[CH2:28]/[CH:29]=[CH:30]/[C:31](O)=[O:32]>>[CH3:26][N:27]([CH3:34])[CH2:28]/[CH:29]=[CH:30]/[C:31]([N:21]1[CH2:20][CH2:19][C:18]2[C:11]3[C:10]([NH:9][C:8]4[C:3]([F:2])=[CH:4][C:5]([CH3:24])=[C:6]([OH:23])[CH:7]=4)=[N:15][CH:14]=[N:13][C:12]=3[S:16][C:17]=2[CH2:22]1)=[O:32] |f:0.1,2.3|.